Dataset: the Open Reaction Database (ORD), a public repository of structured organic reaction records. Task: describe an organic reaction: reactants, conditions, products, and yield Starting materials: [H-].[H-].[H-].[H-].[Li+].[Al+3] (LiAlH4), C1(=CC=CC=C1)C1CC(C2=CC=CC=C12)=O (3-phenyl-1-indanone). Solvent: C(C)OCC (ethyl ether), C1CCOC1 (THF). Product: C1(=CC=CC=C1)C1C=CC2=CC=CC=C12 (1-phenylindene). The yield is 50.0%. As a reaction SMILES: [H-].[H-].[H-].[H-].[Li+].[Al+3].[C:7]1([CH:13]2[C:21]3[C:16](=[CH:17][CH:18]=[CH:19][CH:20]=3)[C:15](=O)[CH2:14]2)[CH:12]=[CH:11][CH:10]=[CH:9][CH:8]=1>C(OCC)C.C1COCC1>[C:7]1([CH:13]2[C:21]3[C:16](=[CH:17][CH:18]=[CH:19][CH:20]=3)[CH:15]=[CH:14]2)[CH:8]=[CH:9][CH:10]=[CH:11][CH:12]=1 |f:0.1.2.3.4.5|. Reported procedure: Keeping the temperature at -5° C., to a suspension of 5.0 g (0.131 moles) of LiAlH4 in 300 ml of ethyl ether, 35 g (0.168 moles) is added of 3-phenyl-1-indanone dissolved in 50 ml of THF. The oil obtained by evaporating ether (40 g), is dissolved in 300 ml of toluene containing 20 g of Sio2 and kept refluxing for 2 hours, with formed water being distilled off. The resulting mixture is filtered, the solvent is evaporated and by distillation 18 g is obtained (yield of 50%) of 1-phenylindene boilin... The reactants are ClCC1=CC(=C(OCC=2N=C(OC2C)C2=CC=C(C=C2)CC(=O)OCC)C=C1)OC (ethyl (4-{4-[(4-chloromethyl-2-methoxyphenoxy)methyl]-5-methyl-1,3-oxazol-2-yl}phenyl)acetate), OC1=NN(C=C1C=O)C1=CC=CC=C1 (3-hydroxy-1-phenyl-1H-pyrazole-4-carbaldehyde), C([O-])([O-])=O.[K+].[K+] (potassium carbonate), CN(C=O)C (N,N-dimethylformamide). Run in O (Water). Conditions: temperature 90 celsius, time 1 hour. The product is C(=O)C=1C(=NN(C1)C1=CC=CC=C1)OCC1=CC(=C(OCC=2N=C(OC2C)C2=CC=C(C=C2)CC(=O)OCC)C=C1)OC (ethyl (4-{4-[(4-{[(4-formyl-1-phenyl-1H-pyrazol-3-yl)oxy]methyl}-2-methoxyphenoxy)methyl]-5-methyl-1,3-oxazol-2-yl}phenyl)acetate). The yield is 84.7%. RXN SMILES: Cl[CH2:2][C:3]1[CH:28]=[CH:27][C:6]([O:7][CH2:8][C:9]2[N:10]=[C:11]([C:15]3[CH:20]=[CH:19][C:18]([CH2:21][C:22]([O:24][CH2:25][CH3:26])=[O:23])=[CH:17][CH:16]=3)[O:12][C:13]=2[CH3:14])=[C:5]([O:29][CH3:30])[CH:4]=1.[OH:31][C:32]1[C:36]([CH:37]=[O:38])=[CH:35][N:34]([C:39]2[CH:44]=[CH:43][CH:42]=[CH:41][CH:40]=2)[N:33]=1.C(=O)([O-])[O-].[K+].[K+].CN(C)C=O>O>[CH:37]([C:36]1[C:32]([O:31][CH2:2][C:3]2[CH:28]=[CH:27][C:6]([O:7][CH2:8][C:9]3[N:10]=[C:11]([C:15]4[CH:20]=[CH:19][C:18]([CH2:21][C:22]([O:24][CH2:25][CH3:26])=[O:23])=[CH:17][CH:16]=4)[O:12][C:13]=3[CH3:14])=[C:5]([O:29][CH3:30])[CH:4]=2)=[N:33][N:34]([C:39]2[CH:44]=[CH:43][CH:42]=[CH:41][CH:40]=2)[CH:35]=1)=[O:38] |f:2.3.4|. Reported procedure: A mixture of ethyl (4-{4-[(4-chloromethyl-2-methoxyphenoxy)methyl]-5-methyl-1,3-oxazol-2-yl}phenyl)acetate (0.51 g), 3-hydroxy-1-phenyl-1H-pyrazole-4-carbaldehyde (0.21 g), potassium carbonate (0.15 g) and N,N-dimethylformamide (20 mL) was stirred at 90° C. for 1 hr. Water was poured into the reaction mixture, and the mixture was extracted with ethyl acetate. The organic layer was washed with saturated brine, dried over anhydrous magnesium sulfate and concentrated. The residue was subjected to s...